This data is from the Open Reaction Database (ORD), a public repository of structured organic reaction records. The task is: describe an organic reaction: reactants, conditions, products, and yield Starting materials: [H-].[H-].[H-].[H-].[Li+].[Al+3] (LAH), [H-].[H-].[H-].[H-].[Li+].[Al+3] (LAH), ice, C[C@@]12[C@H](NC(CO1)=O)CC=1C3=C2C(=CC=C3NC1)S(=O)(=O)C1=C(C=C(C=C1C(C)C)C(C)C)C(C)C (trans-4,6,6a,7,9,10a-hexahydro-10a-methyl-1-(2,4,6-triisopropylphenylsulfonyl)-indolo[3,4-gh][1.4]benzoxazin-8-one), C(C)O (ethanol), [O-]S(=O)(=O)[O-].[Na+].[Na+] (Na2SO4). Run in C1CCOC1 (THF). Product: C[C@@]12[C@H](NCCO1)CC=1C3=C2C(=CC=C3NC1)S(=O)(=O)C1=C(C=C(C=C1C(C)C)C(C)C)C(C)C (Trans-4,6,6a,8,9,10a-hexahydro-10a-methyl-1-(2,4,6-triisopropylphenylsulfonyl)-7H-indolo[3,4-gh][1.4]benzoxazine). Isolated yield 49.8%. RXN SMILES: [CH3:1][C@@:2]12[C:12]3[C:13]([S:19]([C:22]4[C:27]([CH:28]([CH3:30])[CH3:29])=[CH:26][C:25]([CH:31]([CH3:33])[CH3:32])=[CH:24][C:23]=4[CH:34]([CH3:36])[CH3:35])(=[O:21])=[O:20])=[CH:14][CH:15]=[C:16]4[NH:17][CH:18]=[C:10]([C:11]=34)[CH2:9][C@H:3]1[NH:4][C:5](=O)[CH2:6][O:7]2.[H-].[H-].[H-].[H-].[Li+].[Al+3].C(O)C.[O-]S([O-])(=O)=O.[Na+].[Na+]>C1COCC1>[CH3:1][C@@:2]12[C:12]3[C:13]([S:19]([C:22]4[C:23]([CH:34]([CH3:36])[CH3:35])=[CH:24][C:25]([CH:31]([CH3:33])[CH3:32])=[CH:26][C:27]=4[CH:28]([CH3:30])[CH3:29])(=[O:21])=[O:20])=[CH:14][CH:15]=[C:16]4[NH:17][CH:18]=[C:10]([C:11]=34)[CH2:9][C@H:3]1[NH:4][CH2:5][CH2:6][O:7]2 |f:1.2.3.4.5.6,8.9.10|. Procedure: To a solution of trans-4,6,6a,7,9,10a-hexahydro-10a-methyl-1-(2,4,6-triisopropylphenylsulfonyl)-indolo[3,4-gh][1.4]benzoxazin-8-one (220 mg, 0.43 mmol) in THF (10 ml) was added, while stirring under ice-cooling, LAH (3 equivalents). The mixture was heated for 3 hours under reflux. After completion of the reaction, ethanol was added to the reaction mixture to inactivate the excess amount of LAH. The reaction mixture was added to an ice-cooled saturated aqueous solution of Na2SO4, followed by extr...